From a dataset of the Open Reaction Database (ORD), a public repository of structured organic reaction records. describe an organic reaction: reactants, conditions, products, and yield Starting materials: C1CCOC1, COc1ccc(Cn2nc(C)c3c(Oc4ccc([N+](=O)[O-])cc4)ccnc32)cc1, CO, [Cl-], Cl, [NH4+], [Zn]. Yields the product COc1ccc(Cn2nc(C)c3c(Oc4ccc(N)cc4)ccnc32)cc1. RXN SMILES: [CH2:36]1[O:37][CH2:38][CH2:39][CH2:40]1.[CH3:1][O:2][c:3]1[cH:4][cH:5][c:6]([CH2:7][n:8]2[n:9][c:10]([CH3:27])[c:11]3[c:12]2[n:13][cH:14][cH:15][c:16]3[O:17][c:18]2[cH:19][cH:20][c:21]([N+:24]([O-:25])=[O:26])[cH:22][cH:23]2)[cH:28][cH:29]1.[CH3:30][OH:31].[Cl-:32].[ClH:34].[NH4+:33].[Zn:35]>>[CH3:1][O:2][c:3]1[cH:4][cH:5][c:6]([CH2:7][n:8]2[n:9][c:10]([CH3:27])[c:11]3[c:12]2[n:13][cH:14][cH:15][c:16]3[O:17][c:18]2[cH:19][cH:20][c:21]([NH2:24])[cH:22][cH:23]2)[cH:28][cH:29]1. Solvent: CCO (EtOH), O (water). The product is COCC1=CN=C(S1)CN1N=CC(=N1)N (2-((5-(Methoxymethyl)thiazol-2-yl)methyl)-2H-1,2,3-triazol-4-amine). Reaction SMILES: N#N.[CH3:3][O:4][CH2:5][C:6]1[S:10][C:9]([CH2:11][N:12]2[N:16]=[C:15]([N+:17]([O-])=O)[CH:14]=[N:13]2)=[N:8][CH:7]=1.[NH4+].[Cl-]>CCO.O.[Fe]>[CH3:3][O:4][CH2:5][C:6]1[S:10][C:9]([CH2:11][N:12]2[N:16]=[C:15]([NH2:17])[CH:14]=[N:13]2)=[N:8][CH:7]=1 |f:2.3|. The reagents and catalysts are [Fe] (iron). Reported procedure: In a flame dried round-bottomed flask equipped with a magnetic stir bar and under inert atmosphere (N2), a mixture of 5-(methoxymethyl)-2-((4-nitro-2H-1,2,3-triazol-2-yl)methyl)thiazole (80 mg, 0.31 mmol), iron powder (53 mg, 0.93 mmol) and NH4Cl (84 mg, 1.56 mmol) in a mixture of EtOH (1.0 mL) and water (0.5 mL) was stirred at 85° C. for 30 min. The reaction mixture was filtered while hot and concentrated under reduced pressure. CH2Cl2 (5 mL) was added followed by 1N NaOH (5 mL). The layers wer... The reactants are COCC1=CN=C(S1)CN1N=CC(=N1)[N+](=O)[O-] (5-(methoxymethyl)-2-((4-nitro-2H-1,2,3-triazol-2-yl)methyl)thiazole), [NH4+].[Cl-] (NH4Cl), N#N (N2). Conditions: temperature 85 celsius, time 30 minute. Starting materials: C1(O)=CC=C(O)C=C1 (hydroquinone), C1(CCCCC1)N1C(CCC1)=O (N-cyclohexyl-2-pyrrolidone). Reaction conditions: temperature 80 celsius. The product is C1(CCCCC1)N1C(CCC1)=O.C1(O)=CC=C(O)C=C1 (N-CYCLOHEXYL-2-PYRROLIDONE HYDROQUINONE). As a reaction SMILES: [C:1]1([CH:8]=[CH:7][C:5]([OH:6])=[CH:4][CH:3]=1)[OH:2].[CH:9]1([N:15]2[CH2:19][CH2:18][CH2:17][C:16]2=[O:20])[CH2:14][CH2:13][CH2:12][CH2:11][CH2:10]1>>[CH:9]1([N:15]2[CH2:19][CH2:18][CH2:17][C:16]2=[O:20])[CH2:10][CH2:11][CH2:12][CH2:13][CH2:14]1.[C:1]1([CH:8]=[CH:7][C:5]([OH:6])=[CH:4][CH:3]=1)[OH:2] |f:2.3|. Procedure details: In a reactor 0.10 mol hydroquinone (11.0 g.) and 0.10 mol (16.7 g.) N-cyclohexyl-2-pyrrolidone are stirred together at room temperature. An intimate mixture is formed and a 6° C. rise in temperature occurs. The resulting slurry is heated to 80° C whereupon a clear liquid is formed. On cooling in an ice bath, the solution slowly crystallizes to form a magma of the complex compound. The crystals melt at 52°-57° C. This complex is particularly useful as an antioxidant preferably employed in a conce... Reactants: C(C)(C)(C)OC(=O)N1CC=2N(C3=CC=CC=C3C2CC1)CC=C (2-t-butoxycarbonyl-9-allyl-2,3,4,9-tetrahydro-1H-pyrido[3,4-b]indole), C1(=CC=CC=C1)OC (anisole), FC(C(=O)O)(F)F (trifluoroacetic acid). Solvent: ClCCl (Dichloromethane). Run at time 6 hour. The product is C(C=C)N1C2=C(C3=CC=CC=C13)CCNC2 (9-allyl-2,3,4,9-tetrahydro-pyrido[3,4-b]indole), FC(C(=O)[O-])(F)F (trifluoroacetate). Reaction SMILES: C(OC([N:8]1[CH2:20][CH2:19][C:18]2[C:17]3[C:12](=[CH:13][CH:14]=[CH:15][CH:16]=3)[N:11]([CH2:21][CH:22]=[CH2:23])[C:10]=2[CH2:9]1)=O)(C)(C)C.C1(OC)C=CC=CC=1.[F:32][C:33]([F:38])([F:37])[C:34]([OH:36])=[O:35]>ClCCl>[CH2:21]([N:11]1[C:12]2[C:17](=[CH:16][CH:15]=[CH:14][CH:13]=2)[C:18]2[CH2:19][CH2:20][NH:8][CH2:9][C:10]1=2)[CH:22]=[CH2:23].[F:32][C:33]([F:38])([F:37])[C:34]([O-:36])=[O:35]. Procedure details: Dichloromethane solution (20 ml) of 2-t-butoxycarbonyl-9-allyl-2,3,4,9-tetrahydro-1H-pyrido[3,4-b]indole (624 mg, 2.0 mmol) was mixed with anisole (2 ml) and trifluoroacetic acid (3 ml) and stirred at room temperature for 6 hours. By removing the solvent by evaporation under a reduced pressure, 9-allyl-2,3,4,9-tetrahydro-pyrido[3,4-b]indole was obtained as trifluoroacetate. Reactants: C(C)(C)(C)OC(=O)N1CCC(CC1)OC1=CC(=CC=C1)N (4-(3-amino-phenoxy)-piperidine-1-carboxylic acid tert-butyl ester), C(C(CO)(CO)N)O (tris-amine), N1CCOCC1 (morpholine), ClC1=C(C(=O)Cl)C(=CC=C1)F (2-chloro-6-fluoro-benzoyl chloride). Run in CO (methanol), O1CCOCC1 (dioxane). Run at temperature 106 celsius, time 2 hour. Product: Cl.ClC1=C(C(=O)NC2=CC(=CC=C2)OC2CCNCC2)C(=CC=C1)F (2-Chloro-6-fluoro-N-[3-(piperidin-4-yloxy)-phenyl]-benzamide hydrochloride). As a reaction SMILES: C(OC([N:8]1[CH2:13][CH2:12][CH:11]([O:14][C:15]2[CH:20]=[CH:19][CH:18]=[C:17]([NH2:21])[CH:16]=2)[CH2:10][CH2:9]1)=O)(C)(C)C.N1CCOCC1.[Cl:28][C:29]1[CH:37]=[CH:36][CH:35]=[C:34]([F:38])[C:30]=1[C:31](Cl)=[O:32].C(O)C(N)(CO)CO>CO.O1CCOCC1>[ClH:28].[Cl:28][C:29]1[CH:37]=[CH:36][CH:35]=[C:34]([F:38])[C:30]=1[C:31]([NH:21][C:17]1[CH:18]=[CH:19][CH:20]=[C:15]([O:14][CH:11]2[CH2:10][CH2:9][NH:8][CH2:13][CH2:12]2)[CH:16]=1)=[O:32] |f:6.7|. Reported procedure: Combine 4-(3-amino-phenoxy)-piperidine-1-carboxylic acid tert-butyl ester (preparation 30, 100 mg, 0.342 mmol), dioxane (2 mL) and polymer bound morpholine resin (205 mg, 0.513 mmol) and add 2-chloro-6-fluoro-benzoyl chloride (0.048 mL, 0.376 mmol), shake (in a J-KEM® block) and heat at 106° C. After 2 hr., dilute with methanol (5 mL) and add tris-amine resin (100 mg), shake in a rotary evaporator overnight, filter, concentrate and use directly in the next step. Combine methanol (5 mL) and acety... Starting materials: CCn1nnc(N)n1, C1CCOC1, O=C(Cl)Oc1ccccc1, c1ccncc1. The product is CCn1nnc(NC(=O)Oc2ccccc2)n1. As a reaction SMILES: [CH2:1]([CH3:2])[n:3]1[n:4][c:5]([NH2:8])[n:6][n:7]1.[CH2:25]1[O:26][CH2:27][CH2:28][CH2:29]1.[c:15]1([O:21][C:22](=[O:23])[Cl:24])[cH:16][cH:17][cH:18][cH:19][cH:20]1.[cH:9]1[cH:10][cH:11][n:12][cH:13][cH:14]1>>[CH2:1]([CH3:2])[n:3]1[n:4][c:5]([NH:8][C:22]([O:21][c:15]2[cH:16][cH:17][cH:18][cH:19][cH:20]2)=[O:23])[n:6][n:7]1. Starting materials: NC1=NC(=CC=C1)N (2,6-diaminopyridine), COCC(CC(=O)OC)=O (methyl 4-methoxyacetoacetate). Solvent: C(C)(=O)O (acetic acid). The product is NC1=NC2=NC(=CC(=C2C=C1)COC)O (2-Amino-5-methoxymethyl-7-hydroxy-1,8-naphthyridine). Yield: 19.5%. As a reaction SMILES: [NH2:1][C:2]1[CH:7]=[CH:6][CH:5]=[C:4]([NH2:8])[N:3]=1.[CH3:9][O:10][CH2:11][C:12](=O)[CH2:13][C:14](OC)=[O:15]>C(O)(=O)C>[NH2:1][C:2]1[CH:7]=[CH:6][C:5]2[C:4](=[N:8][C:14]([OH:15])=[CH:13][C:12]=2[CH2:11][O:10][CH3:9])[N:3]=1. Procedure details: A mixture of 21.8 g (0.2 mol) of 2,6-diaminopyridine and 29.2 g (0.2 mol) of methyl 4-methoxyacetoacetate in 400 ml of glacial acetic acid is stirred under reflux for 3 hours. After cooling, the precipitate is suction filtered and stirred with 150 ml of cold ethanol. 8 g (20%) of the title compound is obtained; m.p.: >290° C.